Dataset: the Open Reaction Database (ORD), a public repository of structured organic reaction records. Task: describe an organic reaction: reactants, conditions, products, and yield The reactants are BH3,THF, C(C)(C)(C)C=1OC(=C(N1)CC(=O)O)C ((2-tert-butyl-5-methyl-oxazol-4-yl)-acetic acid). Run in C1CCOC1 (THF). Product: C(C)(C)(C)C=1OC(=C(N1)CCO)C (2-(2-tert-Butyl-5-methyl-oxazol-4-yl)-ethanol). Reaction SMILES: [C:1]([C:5]1[O:6][C:7]([CH3:14])=[C:8]([CH2:10][C:11](O)=[O:12])[N:9]=1)([CH3:4])([CH3:3])[CH3:2]>C1COCC1>[C:1]([C:5]1[O:6][C:7]([CH3:14])=[C:8]([CH2:10][CH2:11][OH:12])[N:9]=1)([CH3:4])([CH3:3])[CH3:2]. Procedure details: 13.77 g of the above prepared (2-tert-butyl-5-methyl-oxazol-4-yl)-acetic acid (69.8 mmol) was dissolved in 460 ml of abs. THF and treated at 0° C. with 174.5 ml of 1M BH3,THF (2.5 eq.). The reaction mixture was then kept over night at ambient temperature. Careful quenching with ice, twofold extraction with AcOEt, washing with water, drying over sodium sulfate, and evaporation of the solvents left a crude product which was refluxed for 60 Min. in MeOH to liberate quantitatively the free alcohol. ... Starting materials: CON=CNC(=O)c1ccc(Br)cc1C, CN(C)C=O, O=C[O-], [Na+], O. The product is CON=CNC(=O)c1ccc(C=O)cc1C. Reaction SMILES: [Br:1][c:2]1[cH:3][c:4]([CH3:15])[c:5]([C:6](=[O:7])[NH:8][CH:9]=[N:10][O:11][CH3:12])[cH:13][cH:14]1.[CH3:20][N:21]([CH3:22])[CH:23]=[O:24].[CH:16](=[O:17])[O-:18].[Na+:19].[OH2:25]>>[c:2]1([CH:16]=[O:17])[cH:3][c:4]([CH3:15])[c:5]([C:6](=[O:7])[NH:8][CH:9]=[N:10][O:11][CH3:12])[cH:13][cH:14]1. The reactants are CC(=O)[O-], CC(=O)[O-], OB(O)C1CC1, Fc1ccc(I)cn1, [K+], [K+], [K+], O, O=P([O-])([O-])[O-], [Pd+2], Cc1ccccc1. Product: Fc1ccc(C2CC2)cn1. As a reaction SMILES: [C:31]([O-:32])(=[O:33])[CH3:34].[C:36]([O-:37])(=[O:38])[CH3:39].[CH:9]1([B:12]([OH:13])[OH:14])[CH2:10][CH2:11]1.[F:1][c:2]1[n:3][cH:4][c:5]([I:8])[cH:6][cH:7]1.[K+:20].[K+:21].[K+:22].[OH2:23].[P:15]([O-:16])([O-:17])([O-:18])=[O:19].[Pd+2:35].[c:24]1([CH3:25])[cH:26][cH:27][cH:28][cH:29][cH:30]1>>[F:1][c:2]1[n:3][cH:4][c:5]([CH:9]2[CH2:10][CH2:11]2)[cH:6][cH:7]1. Starting materials: ClCCl, OCc1cc2c(cn1)OCS2. Yields the product O=Cc1cc2c(cn1)OCS2. Reaction SMILES: [Cl:12][CH2:13][Cl:14].[S:1]1[CH2:2][O:3][c:4]2[cH:5][n:6][c:7]([CH2:10][OH:11])[cH:8][c:9]21>>[S:1]1[CH2:2][O:3][c:4]2[cH:5][n:6][c:7]([CH:10]=[O:11])[cH:8][c:9]21. Starting materials: N#CCc1nc(C(=O)c2ccc(Cl)cc2)no1, O, O=S(=O)(O)O. Yields the product NC(=O)Cc1nc(C(=O)c2ccc(Cl)cc2)no1. Reaction SMILES: [Cl:1][c:2]1[cH:3][cH:4][c:5]([C:6](=[O:7])[c:8]2[n:9][o:10][c:11]([CH2:13][C:14]#[N:15])[n:12]2)[cH:16][cH:17]1.[OH2:23].[S:18]([OH:19])(=[O:20])(=[O:21])[OH:22]>>[Cl:1][c:2]1[cH:3][cH:4][c:5]([C:6](=[O:7])[c:8]2[n:9][o:10][c:11]([CH2:13][C:14]([NH2:15])=[O:19])[n:12]2)[cH:16][cH:17]1.